From a dataset of the Open Reaction Database (ORD), a public repository of structured organic reaction records. describe an organic reaction: reactants, conditions, products, and yield Reactants: C([O-])(O)=O.[NH4+] (ammonium bicarbonate), C(CN(CC(=O)O)CC(=O)[O-])N(CC(=O)O)CC(=O)O.[NH4+].[Fe] (ferric ammonium EDTA). Yields the product [Fe] (iron), C(CN(CC(=O)O)CC(=O)O)N(CC(=O)O)CC(=O)O (EDTA). RXN SMILES: C(=O)(O)[O-].[NH4+].[CH2:6]([N:17]([CH2:22][C:23]([OH:25])=[O:24])[CH2:18][C:19]([OH:21])=[O:20])[CH2:7][N:8]([CH2:13][C:14]([O-:16])=[O:15])[CH2:9][C:10]([OH:12])=[O:11].[NH4+].[Fe:27]>>[Fe:27].[CH2:7]([N:8]([CH2:13][C:14]([OH:16])=[O:15])[CH2:9][C:10]([OH:12])=[O:11])[CH2:6][N:17]([CH2:22][C:23]([OH:25])=[O:24])[CH2:18][C:19]([OH:21])=[O:20] |f:0.1,2.3.4|. Procedure details: passing through the ore deposit an aqueous leach solution comprising essentially from about 0.3 to 5 grams per liter of ammonium bicarbonate, sufficient ferric ammonium EDTA to provide from about 3 to 100 ppm of iron, with an EDTA:Fe ratio of at least 1.25:1, and from about 0.1 to 3 grams per liter of H2O2, the leach solution having a pH of between 7.4 and 9.5, the leach solution converting any tetravalent uranium it contacts to the hexavalent state which readily dissolves in the leach solution,